Dataset: the Open Reaction Database (ORD), a public repository of structured organic reaction records. Task: describe an organic reaction: reactants, conditions, products, and yield Starting materials: CP(C)C (trimethylphosphine), N(=[N+]=[N-])C(C)C1=CC(=C2C=CN=CC2=C1C1=CC(=CC=C1)F)Cl (7-(1-azidoethyl)-5-chloro-8-(3-fluorophenyl)isoquinoline). Solvent: C1CCOC1 (THF), O1CCCC1 (tetrahydrofuran), O (water). Conditions: time 1 hour. The product is ClC1=C2C=CN=CC2=C(C(=C1)C(C)N)C1=CC(=CC=C1)F (1-[5-Chloro-8-(3-fluorophenyl)isoquinolin-7-yl]ethanamine). Reaction SMILES: [N:1]([CH:4]([C:6]1[C:15]([C:16]2[CH:21]=[CH:20][CH:19]=[C:18]([F:22])[CH:17]=2)=[C:14]2[C:9]([CH:10]=[CH:11][N:12]=[CH:13]2)=[C:8]([Cl:23])[CH:7]=1)[CH3:5])=[N+]=[N-].CP(C)C>O1CCCC1.O>[Cl:23][C:8]1[CH:7]=[C:6]([CH:4]([NH2:1])[CH3:5])[C:15]([C:16]2[CH:21]=[CH:20][CH:19]=[C:18]([F:22])[CH:17]=2)=[C:14]2[C:9]=1[CH:10]=[CH:11][N:12]=[CH:13]2. Procedure details: To a stirred mixture of 7-(1-azidoethyl)-5-chloro-8-(3-fluorophenyl)isoquinoline (0.105 g, 0.321 mmol) in tetrahydrofuran (2 mL) and water (0.4 mL) was added 1.0 M trimethylphosphine in THF (0.39 mL, 0.39 mmol). The mixture was stirred at room temperature for 1 hour. After nitrogen was passed through the reaction solution, the reaction mixture was extracted with dichloromethane. The extracts were washed with brine, dried over magnesium sulfate and evaporated to dryness. The crude residue was use... Conditions: temperature 90 celsius, time 8 hour. Reactants: C(C)(C)(C)C1=CC=C(C=C1)S(=O)(=O)NC1=C(C=C(C=C1)Cl)I (4-tert-butyl-N-(4-chloro-2-iodo-phenyl)-benzenesulfonamide), N1N=NC2=C1C=CC=N2 (4-azabenzotriazole), C(=O)([O-])[O-].[Cs+].[Cs+] (Cs2CO3), CN[C@H]1[C@@H](CCCC1)NC (trans-N,N′-dimethylcyclohexane-1,2-diamine). The solvent is O1CCOCC1 (dioxane). Procedure: A 4 mL scintillation vial was charged with 4-tert-butyl-N-(4-chloro-2-iodo-phenyl)-benzenesulfonamide (84 mg, 0.19 mmol), 4-azabenzotriazole (29 mg, 0.22 mmol), CuI (3 mg, 0.014 mmol), Cs2CO3 (127 mg, 0.39 mmol), trans-N,N′-dimethylcyclohexane-1,2-diamine (5 mg, 0.04 mmol), and dioxane (500 μL). The reaction was heated to 90° C. and stirred overnight. The following day, the volatiles were removed in vacuo. The residue was subsequently diluted in EtOAc and washed with saturated NH4Cl (aq). The or... The product is C(C)(C)(C)C1=CC=C(C=C1)S(=O)(=O)NC1=C(C=C(C=C1)Cl)N1N=NC2=NC=CC=C21 (4-tert-Butyl-N-(4-chloro-2-[1,2,3]triazolo[4,5-b]pyridine-1-yl-phenyl)-benzenesulfonamide). As a reaction SMILES: [C:1]([C:5]1[CH:10]=[CH:9][C:8]([S:11]([NH:14][C:15]2[CH:20]=[CH:19][C:18]([Cl:21])=[CH:17][C:16]=2I)(=[O:13])=[O:12])=[CH:7][CH:6]=1)([CH3:4])([CH3:3])[CH3:2].[NH:23]1[C:27]2[CH:28]=[CH:29][CH:30]=[N:31][C:26]=2[N:25]=[N:24]1.C([O-])([O-])=O.[Cs+].[Cs+].CN[C@@H]1CCCC[C@H]1NC>[Cu]I.O1CCOCC1>[C:1]([C:5]1[CH:10]=[CH:9][C:8]([S:11]([NH:14][C:15]2[CH:20]=[CH:19][C:18]([Cl:21])=[CH:17][C:16]=2[N:23]2[C:27]3[C:26](=[N:31][CH:30]=[CH:29][CH:28]=3)[N:25]=[N:24]2)(=[O:13])=[O:12])=[CH:7][CH:6]=1)([CH3:4])([CH3:3])[CH3:2] |f:2.3.4|. The reagents and catalysts are [Cu]I (CuI). Reactants: C(=O)C1=CC=C(C=N1)C=1C=C(CN(C(CNC(OC(C)(C)C)=O)=O)C)C=CC1 (tert-Butyl (2-{[3-(6-formylpyridin-3-yl)benzyl](methyl)amino}-2-oxoethyl)carbamate), N1[C@H](CCC1)CO ((2R)-pyrrolidin-2-ylmethanol), ClC(C)Cl (dichloroethane), C(C)(=O)O[BH-](OC(C)=O)OC(C)=O.[Na+] (Sodium triacetoxyborohydride). The solvent is C(C)(=O)O (acetic acid). Run at temperature 60 celsius, time 30 minute. The product is Cl.Cl.Cl.OC[C@H]1N(CCC1)CC1=CC=C(C=N1)C=1C=C(CN(C(CN)=O)C)C=CC1 (N-[3-(6-{[(2S)-2-(hydroxymethyl)pyrrolidin-1-yl]methyl}pyridin-3-yl)benzyl]-N-methylglycinamide trihydrochloride). Reaction SMILES: [CH:1]([C:3]1[N:8]=[CH:7][C:6]([C:9]2[CH:10]=[C:11]([CH:26]=[CH:27][CH:28]=2)[CH2:12][N:13]([CH3:25])[C:14](=[O:24])[CH2:15][NH:16]C(=O)OC(C)(C)C)=[CH:5][CH:4]=1)=O.[NH:29]1[CH2:33][CH2:32][CH2:31][C@@H:30]1[CH2:34][OH:35].C(O[BH-](OC(=O)C)OC(=O)C)(=O)C.[Na+].[Cl:50]C(Cl)C>C(O)(=O)C>[ClH:50].[ClH:50].[ClH:50].[OH:35][CH2:34][C@@H:30]1[CH2:31][CH2:32][CH2:33][N:29]1[CH2:1][C:3]1[N:8]=[CH:7][C:6]([C:9]2[CH:10]=[C:11]([CH:26]=[CH:27][CH:28]=2)[CH2:12][N:13]([CH3:25])[C:14](=[O:24])[CH2:15][NH2:16])=[CH:5][CH:4]=1 |f:2.3,6.7.8.9|. Procedure: tert-Butyl (2-{[3-(6-formylpyridin-3-yl)benzyl](methyl)amino}-2-oxoethyl)carbamate (150 mg) and (2R)-pyrrolidin-2-ylmethanol (59 mg) was dissolved in dichloroethane (1 ml) and acetic acid (1 ml), followed by stirring at 60° C. for 30 minutes. Sodium triacetoxyborohydride (166 mg) was added thereto, followed by stirring at 60° C. for 3 hours. The reaction mixture was concentrated under reduced pressure, and to the obtained residue was added a saturated aqueous sodium hydrogen carbonate solution, ... Reactants: C1(=CC=CC=C1)O (phenol), C1(=CC=CC=C1)O (phenol), [H][H] (hydrogen), C(CCCC)[C@@H]1CC[C@H](CC1)C1=CC=C(C=C1)O (4-(trans-4'-pentylcyclohexyl)phenol). The reagents and catalysts are [Ni] (Raney nickel). Solvent: C(C)O (ethanol). The product is C(CCCC)[C@@H]1CC[C@H](CC1)[C@@H]1CC[C@H](CC1)O (trans-4-(trans-4'-pentylcyclohexyl)cyclohexanol). The yield is 37.6%. RXN SMILES: [CH2:1]([C@H:6]1[CH2:11][CH2:10][C@H:9]([C:12]2[CH:17]=[CH:16][C:15]([OH:18])=[CH:14][CH:13]=2)[CH2:8][CH2:7]1)[CH2:2][CH2:3][CH2:4][CH3:5].C1(O)C=CC=CC=1.[H][H]>[Ni].C(O)C>[CH2:1]([C@H:6]1[CH2:11][CH2:10][C@H:9]([C@H:12]2[CH2:17][CH2:16][C@H:15]([OH:18])[CH2:14][CH2:13]2)[CH2:8][CH2:7]1)[CH2:2][CH2:3][CH2:4][CH3:5]. Procedure: Ten % by weight (20 g) of Raney nickel was added to 4-(trans-4'-pentylcyclohexyl)phenol (200 g), and ethanol (1.8 l) was added to dissolve the phenol, followed by absorbing 3 mols of hydrogen based on one mol of the raw material phenol, into the solution at 100° C. under a hydrogen pressure of 20 Kg/cm2G. After completion of the hydrogenation, the catalyst was filtered off and ethanol was vaporized to concentrate the solution so as to give a volume of about 0.3 l, followed by adding fresh ethano... The reactants are N[C@@H](CCCCNC(OC(C)(C)C)=O)C(=O)N([C@H](C(OCC)OCC)C)CC=1C2=C(SC1)C=CC=C2 (tert-butyl (S)-5-amino-6-((benzo[b]thiophen-3-ylmethyl)((S)-1,1-diethoxypropan-2-yl)amino)-6-oxohexylcarbamate), Compound II, C(C1=CC=CC=C1)NC(=O)NN(C)CC(=O)O (2-(2-(benzylcarbamoyl)-1-methylhydrazinyl)acetic acid), N[C@@H](CCCCNC(OC(C)(C)C)=O)C(=O)N([C@H](C(OCC)OCC)C)CC=1C2=C(SC1)C=CC=C2 (tert-butyl (S)-5-amino-6-((benzo[b]thiophen-3-ylmethyl)((S)-1,1-diethoxypropan-2-yl)amino)-6-oxohexylcarbamate). Yields the product S1C2=C(C(=C1)CN(C([C@H](CCCCNC(OC(C)(C)C)=O)NC(CN(NC(NCC1=CC=CC=C1)=O)C)=O)=O)[C@H](C(OCC)OCC)C)C=CC=C2 (tert-butyl (S)-6-((benzo[b]thiophen-3-ylmethyl)((S)-1,1-diethoxypropan-2-yl)amino)-5-(2-(2-(benzylcarbamoyl)-1-methylhydrazinyl)acetamido)-6-oxohexylcarbamate). RXN SMILES: [CH2:1]([NH:8][C:9]([NH:11][N:12]([CH2:14][C:15]([OH:17])=O)[CH3:13])=[O:10])[C:2]1[CH:7]=[CH:6][CH:5]=[CH:4][CH:3]=1.[NH2:18][C@H:19]([C:32]([N:34]([CH2:44][C:45]1[C:46]2[CH:53]=[CH:52][CH:51]=[CH:50][C:47]=2[S:48][CH:49]=1)[C@@H:35]([CH3:43])[CH:36]([O:40][CH2:41][CH3:42])[O:37][CH2:38][CH3:39])=[O:33])[CH2:20][CH2:21][CH2:22][CH2:23][NH:24][C:25](=[O:31])[O:26][C:27]([CH3:30])([CH3:29])[CH3:28]>>[S:48]1[CH:49]=[C:45]([CH2:44][N:34]([C@@H:35]([CH3:43])[CH:36]([O:37][CH2:38][CH3:39])[O:40][CH2:41][CH3:42])[C:32](=[O:33])[C@@H:19]([NH:18][C:15](=[O:17])[CH2:14][N:12]([CH3:13])[NH:11][C:9](=[O:10])[NH:8][CH2:1][C:2]2[CH:3]=[CH:4][CH:5]=[CH:6][CH:7]=2)[CH2:20][CH2:21][CH2:22][CH2:23][NH:24][C:25](=[O:31])[O:26][C:27]([CH3:29])([CH3:28])[CH3:30])[C:46]2[CH:53]=[CH:52][CH:51]=[CH:50][C:47]1=2. Procedure details: According to the procedure described in the synthesis method of Compound II-15, 2-(2-(benzylcarbamoyl)-1-methylhydrazinyl)acetic acid (Compound VI-3) 68 mg (0.29 mmol) was coupled with tert-butyl (S)-5-amino-6-((benzo[b]thiophen-3-ylmethyl)((S)-1,1-diethoxypropan-2-yl)amino)-6-oxohexylcarbamate (Compound IV-15) 100 mg (0.19 mmol) to obtain the title compound. The reactants are C1(C=2C(C(N1)=O)=CC=CC2)=O (Phthalimide), C(C)(=O)OCC.CCCCCC (ethyl acetate hexane), [K] (potassium), BrCC=C(C)C (1-bromo-3-methyl-2-butene). Run in CN(C)C=O (DMF). Product: CC(=CCN1C(C=2C(C1=O)=CC=CC2)=O)C (3-methyl-1-phthalimido-2-butene). Reaction SMILES: [C:1]1(=[O:11])[NH:5][C:4](=[O:6])[C:3]2=[CH:7][CH:8]=[CH:9][CH:10]=[C:2]12.[K].Br[CH2:14][CH:15]=[C:16]([CH3:18])[CH3:17].C(OCC)(=O)C.CCCCCC>CN(C=O)C>[CH3:17][C:16]([CH3:18])=[CH:15][CH2:14][N:5]1[C:1](=[O:11])[C:2]2=[CH:10][CH:9]=[CH:8][CH:7]=[C:3]2[C:4]1=[O:6] |f:3.4,^1:11|. Reported procedure: Phthalimide, potassium salt (20.5 g, 0.11 mol) was suspended in dry DMF (100 mL). To the suspension was added 1-bromo-3-methyl-2-butene (14.8 g, 0.1 mol) with stirring. The reaction mixture was stirred under N2 at 45° C. for 24 h. TLC (silica gel, 30% ethyl acetate-hexane) showed one major UV-visible spot with Rf =0.65. DMF was removed under vacuum and the residue was taken up with water (200 mL) and extracted with ethyl acetate (3×150 mL). The extracts were combined and dried over Na2SO4. Evapo... The reactants are CCOc1cc(CN2CCC(N)CC2)ccc1OC, FC(F)(F)c1ccc(Cl)nc1, [H-], [Na+], CN(C)C=O. The product is CCOc1cc(CN2CCC(Nc3ccc(C(F)(F)F)cn3)CC2)ccc1OC. RXN SMILES: [CH2:1]([CH3:2])[O:3][c:4]1[cH:5][c:6]([CH2:7][N:8]2[CH2:9][CH2:10][CH:11]([NH2:14])[CH2:12][CH2:13]2)[cH:15][cH:16][c:17]1[O:18][CH3:19].[Cl:22][c:23]1[n:24][cH:25][c:26]([C:29]([F:30])([F:31])[F:32])[cH:27][cH:28]1.[H-:20].[Na+:21].[O:33]=[CH:34][N:35]([CH3:36])[CH3:37]>>[CH2:1]([CH3:2])[O:3][c:4]1[cH:5][c:6]([CH2:7][N:8]2[CH2:9][CH2:10][CH:11]([NH:14][c:23]3[n:24][cH:25][c:26]([C:29]([F:30])([F:31])[F:32])[cH:27][cH:28]3)[CH2:12][CH2:13]2)[cH:15][cH:16][c:17]1[O:18][CH3:19]. Solvent: O1CCCC1 (tetrahydrofuran), O1CCCC1 (tetrahydrofuran). The yield is 61.1%. Starting materials: C(C1=CC=CC=C1)O (benzylalcohol), [H-].[Na+] (sodium hydride), C(C)OC(C1=CC(=NC=C1F)Br)=O (2-bromo-5-fluoroisonicotinic acid ethyl ester), O (water). The product is C(C)OC(C1=CC(=NC=C1OCC1=CC=CC=C1)Br)=O (5-Benzyloxy-2-bromoisonicotinic acid ethyl ester). Conditions: time 5 minute. Procedure details: To a solution of benzylalcohol (1.5 g) in tetrahydrofuran (30 mL) was added sodium hydride (55%, 0.3 g) under ice cooling, and this mixture was stirred at same temperature for 5 minutes. To this reaction mixture was added a solution of 2-bromo-5-fluoroisonicotinic acid ethyl ester (2.9 g) in tetrahydrofuran (30 mL), and this mixture was stirred at room temperature for 2 hours. This reaction mixture was poured into water, and this mixture was extracted with ethyl acetate. This organic layer was w... As a reaction SMILES: [CH2:1]([OH:8])[C:2]1[CH:7]=[CH:6][CH:5]=[CH:4][CH:3]=1.[H-].[Na+].[CH2:11]([O:13][C:14](=[O:23])[C:15]1[C:20](F)=[CH:19][N:18]=[C:17]([Br:22])[CH:16]=1)[CH3:12].O>O1CCCC1>[CH2:11]([O:13][C:14](=[O:23])[C:15]1[C:20]([O:8][CH2:1][C:2]2[CH:7]=[CH:6][CH:5]=[CH:4][CH:3]=2)=[CH:19][N:18]=[C:17]([Br:22])[CH:16]=1)[CH3:12] |f:1.2|. Starting materials: CCc1ccncc1, [Li]CCCC, CC(C)NC(C)C, Clc1ccccc1CCBr, C1CCOC1, O. Product: CC(CCc1ccccc1Cl)c1ccncc1. RXN SMILES: [CH2:13]([CH3:14])[c:15]1[cH:16][cH:17][n:18][cH:19][cH:20]1.[CH2:8]([Li:9])[CH2:10][CH2:11][CH3:12].[CH:1]([NH:2][CH:3]([CH3:4])[CH3:5])([CH3:6])[CH3:7].[Cl:21][c:22]1[c:23]([CH2:24][CH2:25][Br:26])[cH:27][cH:28][cH:29][cH:30]1.[O:31]1[CH2:32][CH2:33][CH2:34][CH2:35]1.[OH2:36]>>[CH:13]([CH3:14])([c:15]1[cH:16][cH:17][n:18][cH:19][cH:20]1)[CH2:25][CH2:24][c:23]1[c:22]([Cl:21])[cH:30][cH:29][cH:28][cH:27]1. The reactants are CC(C)(C)n1ncc(Cl)c(Cl)c1=O, CN(C)C=O, OCc1ccc(OC(F)(F)C(F)OC(F)(F)F)cc1, [H-], [Na+]. Yields the product CC(C)(C)n1ncc(OCc2ccc(OC(F)(F)C(F)OC(F)(F)F)cc2)c(Cl)c1=O. RXN SMILES: [C:20]([CH3:21])([CH3:22])([CH3:23])[n:24]1[n:25][cH:26][c:27]([Cl:32])[c:28]([Cl:31])[c:29]1=[O:30].[CH3:35][N:36]([CH3:37])[CH:38]=[O:39].[F:1][C:2]([CH:3]([O:4][C:5]([F:6])([F:7])[F:8])[F:9])([O:10][c:11]1[cH:12][cH:13][c:14]([CH2:15][OH:16])[cH:17][cH:18]1)[F:19].[H-:33].[Na+:34]>>[F:1][C:2]([CH:3]([O:4][C:5]([F:6])([F:7])[F:8])[F:9])([O:10][c:11]1[cH:12][cH:13][c:14]([CH2:15][O:16][c:27]2[cH:26][n:25][n:24]([C:20]([CH3:21])([CH3:22])[CH3:23])[c:29](=[O:30])[c:28]2[Cl:31])[cH:17][cH:18]1)[F:19].